Dataset: the Open Reaction Database (ORD), a public repository of structured organic reaction records. Task: describe an organic reaction: reactants, conditions, products, and yield Reactants: CO, CCOC(=O)C(=O)NC(Cc1ccc(-c2cccc(Cl)c2)cc1)CC(C)C(=O)OCC, NN. The product is CCOC(=O)C(C)CC(Cc1ccc(-c2cccc(Cl)c2)cc1)NC(=O)C(=O)NN. Reaction SMILES: [CH3:34][OH:35].[Cl:1][c:2]1[cH:3][c:4](-[c:8]2[cH:9][cH:10][c:11]([CH2:14][CH:15]([CH2:16][CH:17]([C:18](=[O:19])[O:20][CH2:21][CH3:22])[CH3:23])[NH:24][C:25]([C:26]([O:28][CH2:27][CH3:29])=[O:30])=[O:31])[cH:12][cH:13]2)[cH:5][cH:6][cH:7]1.[NH2:32][NH2:33]>>[Cl:1][c:2]1[cH:3][c:4](-[c:8]2[cH:9][cH:10][c:11]([CH2:14][CH:15]([CH2:16][CH:17]([C:18](=[O:19])[O:20][CH2:21][CH3:22])[CH3:23])[NH:24][C:25]([C:26](=[O:28])[NH:32][NH2:33])=[O:31])[cH:12][cH:13]2)[cH:5][cH:6][cH:7]1. Starting materials: [Br-], [Zn+]Cc1ccccc1, C1CCOC1, COC(=O)c1ccnc(Cl)c1, c1ccc(P(c2ccccc2)(c2ccccc2)[Pd](P(c2ccccc2)(c2ccccc2)c2ccccc2)(P(c2ccccc2)(c2ccccc2)c2ccccc2)P(c2ccccc2)(c2ccccc2)c2ccccc2)cc1. The product is COC(=O)c1ccnc(Cc2ccccc2)c1. Reaction SMILES: [Br-:12].[CH2:13]([c:14]1[cH:15][cH:16][cH:17][cH:18][cH:19]1)[Zn+:20].[CH2:21]1[O:22][CH2:23][CH2:24][CH2:25]1.[Cl:1][c:2]1[cH:3][c:4]([C:5](=[O:6])[O:7][CH3:8])[cH:9][cH:10][n:11]1.[cH:26]1[cH:27][cH:28][c:29]([P:30]([Pd:31]([P:32]([c:33]2[cH:34][cH:35][cH:36][cH:37][cH:38]2)([c:39]2[cH:40][cH:41][cH:42][cH:43][cH:44]2)[c:45]2[cH:46][cH:47][cH:48][cH:49][cH:50]2)([P:51]([c:52]2[cH:53][cH:54][cH:55][cH:56][cH:57]2)([c:58]2[cH:59][cH:60][cH:61][cH:62][cH:63]2)[c:64]2[cH:65][cH:66][cH:67][cH:68][cH:69]2)[P:70]([c:71]2[cH:72][cH:73][cH:74][cH:75][cH:76]2)([c:77]2[cH:78][cH:79][cH:80][cH:81][cH:82]2)[c:83]2[cH:84][cH:85][cH:86][cH:87][cH:88]2)([c:89]2[cH:90][cH:91][cH:92][cH:93][cH:94]2)[c:95]2[cH:96][cH:97][cH:98][cH:99][cH:100]2)[cH:101][cH:102]1>>[c:2]1([CH2:13][c:14]2[cH:15][cH:16][cH:17][cH:18][cH:19]2)[cH:3][c:4]([C:5](=[O:6])[O:7][CH3:8])[cH:9][cH:10][n:11]1. Reactants: O=C([O-])[O-], CC(C)(C)c1ccc(C#N)c(O)c1, CN(C)C=O, CI, [K+], [K+]. Yields the product COc1cc(C(C)(C)C)ccc1C#N. RXN SMILES: [C:14](=[O:15])([O-:16])[O-:17].[C:1]([CH3:2])([CH3:3])([CH3:4])[c:5]1[cH:6][c:7]([OH:13])[c:8]([C:9]#[N:10])[cH:11][cH:12]1.[CH3:22][N:23]([CH3:24])[CH:25]=[O:26].[I:20][CH3:21].[K+:18].[K+:19]>>[C:1]([CH3:2])([CH3:3])([CH3:4])[c:5]1[cH:6][c:7]([O:13][CH3:14])[c:8]([C:9]#[N:10])[cH:11][cH:12]1. Starting materials: O1CCC2=C1C=C(C=C2)N (2,3-dihydrobenzofuran-6-amine), C1CC(=O)N(C1=O)I (NIS). Run in C(C)#N (acetonitrile). Conditions: temperature 0 celsius, time 20 minute. Yields the product IC=1C(=CC2=C(CCO2)C1)N (5-iodo-2,3-dihydrobenzofuran-6-amine). Reaction SMILES: [O:1]1[C:5]2[CH:6]=[C:7]([NH2:10])[CH:8]=[CH:9][C:4]=2[CH2:3][CH2:2]1.C1C(=O)N([I:18])C(=O)C1>C(#N)C>[I:18][C:8]1[C:7]([NH2:10])=[CH:6][C:5]2[O:1][CH2:2][CH2:3][C:4]=2[CH:9]=1. Procedure details: To a solution of 2,3-dihydrobenzofuran-6-amine (S6-1; 95 mg, 0.7 mmol) in acetonitrile (3 mL) cooled in an ice-bath was added NIS (158 mg, 0.7 mmol). After stirring at 0° C. for 20 min, the mixture was condensed and purified by flash chromatography (hexane:EtOAc, 90:10 to 20:80) to yield S7-1 (180 mg, 98%) as a yellow solid. 1H NMR (500 MHz, CDCl3) δ 7.38 (s, 1H), 6.26 (s, 1H), 4.53 (t, J=8.5 Hz, 2H), 3.09 (t, J=8.4 Hz, 2H); MS (ESI) m/z 261.9 [M+H]+.